This data is from the Open Reaction Database (ORD), a public repository of structured organic reaction records. The task is: describe an organic reaction: reactants, conditions, products, and yield RXN SMILES: C(OC(=O)[NH:7][C:8]1[CH:13]=[C:12]([N:14]([CH3:16])[CH3:15])[C:11]([C:17]([F:20])([F:19])[F:18])=[CH:10][C:9]=1[NH2:21])(C)(C)C.C(O[C:28](=[O:45])[CH2:29][C:30]([C:32]1[CH:37]=[CH:36][CH:35]=[C:34]([C:38]2[CH:43]=[CH:42][N:41]=[C:40]([CH3:44])[N:39]=2)[CH:33]=1)=O)(C)(C)C>>[CH3:15][N:14]([CH3:16])[C:12]1[C:11]([C:17]([F:18])([F:19])[F:20])=[CH:10][C:9]2[NH:21][C:28](=[O:45])[CH2:29][C:30]([C:32]3[CH:37]=[CH:36][CH:35]=[C:34]([C:38]4[CH:43]=[CH:42][N:41]=[C:40]([CH3:44])[N:39]=4)[CH:33]=3)=[N:7][C:8]=2[CH:13]=1. Reported procedure: The title compound was prepared from (2-amino-5-dimethylamino-4-trifluoromethyl-phenyl)-carbamic acid tert-butyl ester (Example J1) (160 mg, 0.5 mmol) and 3-[3-(2-methyl-pyrimidin-4-yl)-phenyl]-3-oxo-propionic acid tert-butyl ester (Example K42) (187 mg, 0.6 mmol) according to the general procedure M and subsequent treatment of the crude product according to the general procedure N. Obtained as a light yellow solid (152 mg). Yields the product CN(C1=CC2=C(NC(CC(=N2)C2=CC(=CC=C2)C2=NC(=NC=C2)C)=O)C=C1C(F)(F)F)C (7-Dimethylamino-4-[3-(2-methyl-pyrimidin-4-yl)-phenyl]-8-trifluoromethyl-1,3-dihydro-benzo[b][1,4]diazepin-2-one), solid. Starting materials: crude product, C(C)(C)(C)OC(NC1=C(C=C(C(=C1)N(C)C)C(F)(F)F)N)=O ((2-amino-5-dimethylamino-4-trifluoromethyl-phenyl)-carbamic acid tert-butyl ester), C(C)(C)(C)OC(CC(=O)C1=CC(=CC=C1)C1=NC(=NC=C1)C)=O (3-[3-(2-methyl-pyrimidin-4-yl)-phenyl]-3-oxo-propionic acid tert-butyl ester). The reactants are COC(C1=C(C=C(C=C1)COC1=C(C=C(C=C1C1=CC=CC=C1)C(C1=CC=CC=C1)=O)C1=CC=CC=C1)OC(C)=O)=O (4-(5'-benzoyl-[1,1';3',1"]terphenyl-2'-yloxymethyl)-2-acetoxy-benzoic acid methyl ester), C(=O)([O-])[O-].[K+].[K+] (K2CO3), Cl (HCl), [OH-].[Na+] (NaOH). Run in CO (MeOH), C1CCOC1 (THF). Conditions: temperature 100 celsius, time 1 hour. Yields the product C(C1=CC=CC=C1)(=O)C=1C=C(C(=C(C1)C1=CC=CC=C1)OCC1=CC(=C(C(=O)O)C=C1)O)C1=CC=CC=C1 (4-(5 '-Benzoyl-[1,1';3',1"]terphenyl-2'-yloxymethyl)-2-hydroxy-benzoic acid). Yield: 55.1%. RXN SMILES: C[O:2][C:3](=[O:42])[C:4]1[CH:9]=[CH:8][C:7]([CH2:10][O:11][C:12]2[C:17]([C:18]3[CH:23]=[CH:22][CH:21]=[CH:20][CH:19]=3)=[CH:16][C:15]([C:24](=[O:31])[C:25]3[CH:30]=[CH:29][CH:28]=[CH:27][CH:26]=3)=[CH:14][C:13]=2[C:32]2[CH:37]=[CH:36][CH:35]=[CH:34][CH:33]=2)=[CH:6][C:5]=1[O:38]C(=O)C.C([O-])([O-])=O.[K+].[K+].[OH-].[Na+].Cl>CO.C1COCC1>[C:24]([C:15]1[CH:16]=[C:17]([C:18]2[CH:23]=[CH:22][CH:21]=[CH:20][CH:19]=2)[C:12]([O:11][CH2:10][C:7]2[CH:8]=[CH:9][C:4]([C:3]([OH:42])=[O:2])=[C:5]([OH:38])[CH:6]=2)=[C:13]([C:32]2[CH:33]=[CH:34][CH:35]=[CH:36][CH:37]=2)[CH:14]=1)(=[O:31])[C:25]1[CH:30]=[CH:29][CH:28]=[CH:27][CH:26]=1 |f:1.2.3,4.5|. Reported procedure: At ambient temperature, to a stirred solution of 4-(5'-benzoyl-[1,1';3',1"]terphenyl-2'-yloxymethyl)-2-acetoxy-benzoic acid methyl ester (0.527 g, 0.946 mmol) in MeOH:THF (1:1,15 mL) was added K2CO3 (0.261 g, 1.89 mmol). After 1 h, to the reaction was added 1N NaOH (5 mL) and the reaction was heated at 100° C. for 4 h. The reaction was cooled to ambient temperature, acidified with 1N HCl and extracted with EtOAc. The organic extracts were dried (Na2SO4) and concentrated. Recrystallization from e... Reactants: C1([C@H](O)[C@@H](O)[C@H](O)[C@H](O1)CO)CCCCCCCCCCCCN (N-(D-Glucopyranosyl)dodecylamine), C(CCCCCCCCCCCCCCCCC)N=C=O (octadecyl isocyanate). The product is C1([C@H](O)[C@@H](O)[C@H](O)[C@H](O1)CO)N(C(=O)NCCCCCCCCCCCCCCCCCC)CCCCCCCCCCCC (N-(D-Glucopyranosyl)-N-dodecyl-N'-octadecylurea). As a reaction SMILES: [CH:1]1(CCCCCCCCCCCCN)[O:9][C@H:8]([CH2:10][OH:11])[C@@H:6]([OH:7])[C@H:4]([OH:5])[C@H:2]1[OH:3].[CH2:25]([N:43]=[C:44]=[O:45])[CH2:26][CH2:27][CH2:28][CH2:29][CH2:30][CH2:31][CH2:32][CH2:33][CH2:34][CH2:35][CH2:36][CH2:37][CH2:38][CH2:39][CH2:40][CH2:41][CH3:42]>>[CH:1]1([N:43]([CH2:25][CH2:26][CH2:27][CH2:28][CH2:29][CH2:30][CH2:31][CH2:32][CH2:33][CH2:34][CH2:35][CH3:36])[C:44]([NH:43][CH2:25][CH2:26][CH2:27][CH2:28][CH2:29][CH2:30][CH2:31][CH2:32][CH2:33][CH2:34][CH2:35][CH2:36][CH2:37][CH2:38][CH2:39][CH2:40][CH2:41][CH3:42])=[O:45])[O:9][C@H:8]([CH2:10][OH:11])[C@@H:6]([OH:7])[C@H:4]([OH:5])[C@H:2]1[OH:3]. Reported procedure: The preparation is analogous to Example 42, starting from 7.0 g of the compound of Example 1 and 5.9 g of octadecyl isocyanate.